From a dataset of the Open Reaction Database (ORD), a public repository of structured organic reaction records. describe an organic reaction: reactants, conditions, products, and yield Starting materials: COC=CC(=O)OC, COc1cccc(OC)c1OC, CC(=O)O, CCOC(C)=O, Cl, O. The product is COC(=O)C=Cc1ccc(OC)c(OC)c1OC. Reaction SMILES: [CH3:13][O:14][CH:15]=[CH:16][C:17](=[O:18])[O:19][CH3:20].[CH3:1][O:2][c:3]1[c:4]([O:11][CH3:12])[c:5]([O:9][CH3:10])[cH:6][cH:7][cH:8]1.[CH3:21][C:22](=[O:23])[OH:24].[CH3:26][CH2:27][O:28][C:29](=[O:30])[CH3:31].[ClH:25].[OH2:32]>>[CH3:1][O:2][c:3]1[c:4]([O:11][CH3:12])[c:5]([O:9][CH3:10])[cH:6][cH:7][c:8]1[CH:15]=[CH:16][C:17](=[O:18])[O:19][CH3:20]. Reactants: ClC1=CC=C(C=C1)S(=O)(=O)NCCC1=CC=C(C=C1)CC(=O)O (4-[2-(4-chlorophenylsulphonylamino)-ethyl]-phenylacetic acid), O=S(Cl)Cl (SOCl2), N (ammonia). Product: ClC1=CC=C(C=C1)S(=O)(=O)NCCC1=CC=C(C=C1)CC(=O)N (4-[2-(4-chlorophenylsulphonylamino)-ethyl]-phenylacetamide). RXN SMILES: [Cl:1][C:2]1[CH:7]=[CH:6][C:5]([S:8]([NH:11][CH2:12][CH2:13][C:14]2[CH:19]=[CH:18][C:17]([CH2:20][C:21]([OH:23])=O)=[CH:16][CH:15]=2)(=[O:10])=[O:9])=[CH:4][CH:3]=1.O=S(Cl)Cl.[NH3:28]>>[Cl:1][C:2]1[CH:7]=[CH:6][C:5]([S:8]([NH:11][CH2:12][CH2:13][C:14]2[CH:19]=[CH:18][C:17]([CH2:20][C:21]([NH2:28])=[O:23])=[CH:16][CH:15]=2)(=[O:10])=[O:9])=[CH:4][CH:3]=1. Procedure details: from 4-[2-(4-chlorophenylsulphonylamino)-ethyl]-phenylacetic acid, SOCl2 and ammonia. The reactants are C1CCOC1, CCC(CO)N1CCC(c2noc3cc(F)ccc23)CC1, CCOC(=O)N=NC(=O)OCC, O=C1NC(=O)c2ccccc21, c1ccc(P(c2ccccc2)c2ccccc2)cc1. Yields the product CCC(CN1C(=O)c2ccccc2C1=O)N1CCC(c2noc3cc(F)ccc23)CC1. RXN SMILES: [CH2:64]1[O:65][CH2:66][CH2:67][CH2:68]1.[F:13][c:14]1[cH:15][c:16]2[c:17]([c:18]([CH:21]3[CH2:22][CH2:23][N:24]([CH:27]([CH2:28][OH:29])[CH2:30][CH3:31])[CH2:25][CH2:26]3)[n:19][o:20]2)[cH:32][cH:33]1.[O:1]=[C:2]([O:3][CH2:4][CH3:5])[N:6]=[N:7][C:8]([O:9][CH2:10][CH3:11])=[O:12].[O:34]=[C:35]1[NH:36][C:37](=[O:38])[c:39]2[cH:40][cH:41][cH:42][cH:43][c:44]21.[c:45]1([P:46]([c:47]2[cH:48][cH:49][cH:50][cH:51][cH:52]2)[c:53]2[cH:54][cH:55][cH:56][cH:57][cH:58]2)[cH:59][cH:60][cH:61][cH:62][cH:63]1>>[F:13][c:14]1[cH:15][c:16]2[c:17]([c:18]([CH:21]3[CH2:22][CH2:23][N:24]([CH:27]([CH2:28][N:36]4[C:35](=[O:34])[c:44]5[c:39]([cH:40][cH:41][cH:42][cH:43]5)[C:37]4=[O:38])[CH2:30][CH3:31])[CH2:25][CH2:26]3)[n:19][o:20]2)[cH:32][cH:33]1. Reactants: CC(=O)c1ccc(OCCCBr)cc1C, CN(C)C=O, CC#N, Cl, Fc1ccc2c(C3CCNCC3)noc2c1. Product: CC(=O)c1ccc(OCCCN2CCC(c3noc4cc(F)ccc34)CC2)cc1C. RXN SMILES: [Br:18][CH2:19][CH2:20][CH2:21][O:22][c:23]1[cH:24][c:25]([CH3:32])[c:26]([C:29]([CH3:30])=[O:31])[cH:27][cH:28]1.[CH3:33][N:34]([CH3:35])[CH:36]=[O:37].[CH3:38][C:39]#[N:40].[ClH:1].[F:2][c:3]1[cH:4][c:5]2[c:6]([c:7]([CH:10]3[CH2:11][CH2:12][NH:13][CH2:14][CH2:15]3)[n:8][o:9]2)[cH:16][cH:17]1>>[F:2][c:3]1[cH:4][c:5]2[c:6]([c:7]([CH:10]3[CH2:11][CH2:12][N:13]([CH2:19][CH2:20][CH2:21][O:22][c:23]4[cH:24][c:25]([CH3:32])[c:26]([C:29]([CH3:30])=[O:31])[cH:27][cH:28]4)[CH2:14][CH2:15]3)[n:8][o:9]2)[cH:16][cH:17]1. RXN SMILES: [CH2:1]([O:7][C:8]1[C:13]([F:14])=[C:12]([F:15])[CH:11]=[C:10]([F:16])[C:9]=1[F:17])[CH2:2][CH2:3][CH2:4][CH2:5][CH3:6].C([Li])CCC.CCCCCC.[C:29](=[O:31])=[O:30].Cl>C1COCC1>[CH2:1]([O:7][C:8]1[C:9]([F:17])=[C:10]([F:16])[C:11]([C:29]([OH:31])=[O:30])=[C:12]([F:15])[C:13]=1[F:14])[CH2:2][CH2:3][CH2:4][CH2:5][CH3:6] |f:1.2|. Product: C(CCCCC)OC1=C(C(=C(C(=O)O)C(=C1F)F)F)F (4-hexyloxy-2,3,5,6-tetrafluorobenzoic acid). Reported procedure: 27.5 g of the compound (4) dissolved in 250 mL of THF were cooled at −78° C. in an argon atmosphere; thereto were then dripped 82 mL of a 1.6 M/L n-butyllithium/hexane solution, with stirring for 2 hours at the same temperature. After addition of a suitable amount of crushed dry ice, the temperature was raised to room temperature, followed by stirring overnight. 200 mL of 3N hydrochloric acid were then added under ice cooling, the organic layer was separated, and the aqueous layer was extracted ... Run at temperature -78 celsius, time 2 hour. The solvent is C1CCOC1 (THF). The reactants are Cl (hydrochloric acid), C(CCCCC)OC1=C(C(=CC(=C1F)F)F)F (4-hexyloxy-2,3,5,6-tetrafluorobenzene), C(=O)=O (dry ice), C(CCC)[Li].CCCCCC (n-butyllithium hexane). The reactants are ClC1=NC(=CC=C1)Cl (2,6-dichloropyridine), FC1=CC=C(C=C1)[C@H](C)N ((S)-(−)-1-(4-fluorophenyl)ethylamine), C(C)(C)(C)P(C1=C(C=CC=C1)C1=CC=CC=C1)C(C)(C)C (2-(di-t-butylphosphino)biphenyl), CC(C)([O-])C.[Na+] (sodium t-butoxide). The reagents and catalysts are C(C)(=O)[O-].[Pd+2].C(C)(=O)[O-] (palladium acetate). Run in C(C)(=O)OCC (ethyl acetate), C1(=CC=CC=C1)C (toluene). Conditions: temperature 85 celsius, time 2 hour. Product: ClC1=CC=CC(=N1)N[C@@H](C)C1=CC=C(C=C1)F ((S)-6-Chloro-N-[1-(4-fluorophenyl)ethyl]pyridine-2-amine). Isolated yield 41.3%. Reaction SMILES: Cl[C:2]1[CH:7]=[CH:6][CH:5]=[C:4]([Cl:8])[N:3]=1.[F:9][C:10]1[CH:15]=[CH:14][C:13]([C@@H:16]([NH2:18])[CH3:17])=[CH:12][CH:11]=1.C(P(C(C)(C)C)C1C=CC=CC=1C1C=CC=CC=1)(C)(C)C.CC(C)([O-])C.[Na+]>C(OCC)(=O)C.C([O-])(=O)C.[Pd+2].C([O-])(=O)C.C1(C)C=CC=CC=1>[Cl:8][C:4]1[N:3]=[C:2]([NH:18][C@H:16]([C:13]2[CH:14]=[CH:15][C:10]([F:9])=[CH:11][CH:12]=2)[CH3:17])[CH:7]=[CH:6][CH:5]=1 |f:3.4,6.7.8|. Procedure details: 300 mg of 2,6-dichloropyridine, 296 mg of (S)-(−)-1-(4-fluorophenyl)ethylamine, 119 mg of 2-(di-t-butylphosphino)biphenyl, 487 mg of sodium t-butoxide and 45 mg of palladium acetate were added in turn to 6 ml of degassed toluene, and the mixture was stirred at 85° C. for 2 hours under argon atmosphere. The reaction solution was diluted with ethyl acetate. The solution was washed in turn with water and brine and then dried over magnesium sulfate. The solvent was distilled off under reduced pressu... Reactants: S1C=CC=C1 (thiophene), BrCCCCCC(=O)Cl (6-bromohexanoyl chloride). The product is BrCCCCCC(=O)C=1SC=CC1 (6-Bromo-1-(2-thienyl)-1-hexanone). RXN SMILES: [S:1]1[CH:5]=[CH:4][CH:3]=[CH:2]1.[Br:6][CH2:7][CH2:8][CH2:9][CH2:10][CH2:11][C:12](Cl)=[O:13]>>[Br:6][CH2:7][CH2:8][CH2:9][CH2:10][CH2:11][C:12]([C:2]1[S:1][CH:5]=[CH:4][CH:3]=1)=[O:13]. Procedure details: Using thiophene (5 ml) and 6-bromohexanoyl chloride (10.5 ml) according to the same method as that of Reference Example 1, the title compound (12.8 g) was obtained as a pale red solid. As a reaction SMILES: [CH2:42]([Cl:43])[Cl:44].[OH:1][CH:2]([CH2:3][CH2:4][NH:5][C:6]([O:7][C:8]([CH3:9])([CH3:10])[CH3:11])=[O:12])[C:13](=[O:14])[NH:15][c:16]1[cH:17][n:18][n:19]([CH3:41])[c:20]1[NH:21][C:22]([c:23]1[cH:24][cH:25][cH:26][cH:27][cH:28]1)([c:29]1[cH:30][cH:31][cH:32][cH:33][cH:34]1)[c:35]1[cH:36][cH:37][cH:38][cH:39][cH:40]1>>[O:1]=[C:2]([CH2:3][CH2:4][NH:5][C:6]([O:7][C:8]([CH3:9])([CH3:10])[CH3:11])=[O:12])[C:13](=[O:14])[NH:15][c:16]1[cH:17][n:18][n:19]([CH3:41])[c:20]1[NH:21][C:22]([c:23]1[cH:24][cH:25][cH:26][cH:27][cH:28]1)([c:29]1[cH:30][cH:31][cH:32][cH:33][cH:34]1)[c:35]1[cH:36][cH:37][cH:38][cH:39][cH:40]1. Reactants: ClCCl, Cn1ncc(NC(=O)C(O)CCNC(=O)OC(C)(C)C)c1NC(c1ccccc1)(c1ccccc1)c1ccccc1. The product is Cn1ncc(NC(=O)C(=O)CCNC(=O)OC(C)(C)C)c1NC(c1ccccc1)(c1ccccc1)c1ccccc1. Reactants: ClC1=CC=C(C(=O)C=2C(=C(C=CC2)C=CCCCC(=O)O)C)C=C1 (6-[3'-(4-chlorobenzoyl)-2'-methyl-phenyl]-hex-5-enoic acid), [H][H] (hydrogen). Reagents/catalysts: [Pt]=O (platinum oxide). The solvent is C(C)O (ethanol). The product is ClC1=CC=C(C(=O)C=2C(=C(C=CC2)CCCCCC(=O)O)C)C=C1 (6-[3'-(4-chlorobenzoyl)-2'-methyl-phenyl]-hexanoic acid). Isolated yield 79.5%. Reaction SMILES: [Cl:1][C:2]1[CH:24]=[CH:23][C:5]([C:6]([C:8]2[C:9]([CH3:22])=[C:10]([CH:14]=[CH:15][CH2:16][CH2:17][CH2:18][C:19]([OH:21])=[O:20])[CH:11]=[CH:12][CH:13]=2)=[O:7])=[CH:4][CH:3]=1.[H][H]>C(O)C.[Pt]=O>[Cl:1][C:2]1[CH:3]=[CH:4][C:5]([C:6]([C:8]2[C:9]([CH3:22])=[C:10]([CH2:14][CH2:15][CH2:16][CH2:17][CH2:18][C:19]([OH:21])=[O:20])[CH:11]=[CH:12][CH:13]=2)=[O:7])=[CH:23][CH:24]=1. Reported procedure: 5.425 g of 6-[3'-(4-chlorobenzoyl)-2'-methyl-phenyl]-hex-5-enoic acid dissolved in 100 ml of ethanol in the presence of 110 mg of platinum oxide had hydrogen pased therethrough and then the catalyst was filtered off. The filtrate was evaporated to dryness and the residue was taken up in ether. The solution was treated with activated carbon, filtered and evaporated to dryness. The residue was crystallized from a 1:1 isopropyl ether-petroleum ether mixture to obtain 4.34 g of 6-[3'-(4-chlorobenzoy... Starting materials: CCc1c(CCC(=O)O)ccc2c1OCO2, CO, O, O=S(=O)(O)O. The product is CCc1c(CCC(=O)OC)ccc2c1OCO2. RXN SMILES: [CH2:1]([CH3:2])[c:3]1[c:4]([CH2:12][CH2:13][C:14](=[O:15])[OH:16])[cH:5][cH:6][c:7]2[c:11]1[O:10][CH2:9][O:8]2.[CH3:18][OH:19].[OH2:17].[S:20](=[O:21])(=[O:22])([OH:23])[OH:24]>>[CH2:1]([CH3:2])[c:3]1[c:4]([CH2:12][CH2:13][C:14](=[O:15])[O:16][CH3:18])[cH:5][cH:6][c:7]2[c:11]1[O:10][CH2:9][O:8]2.